Dataset: the Open Reaction Database (ORD), a public repository of structured organic reaction records. Task: describe an organic reaction: reactants, conditions, products, and yield The reactants are CC1(C=2C=CC(=CC2C(CC1)(C)C)N)C (5,6,7,8-tetrahydro-5,5,8,8-tetramethyl-2-naphthylamine), BrC=1C=C2C=CC(=CC2=CC1)C(=O)O (6-bromo-2-naphthoic acid), CN1CCOCC1 (N-methyl-morpholine), Cu2O, O1CCOCC1 (dioxane), Cl (hydrochloric acid). Yields the product CC1(C=2C=CC(=CC2C(CC1)(C)C)NC=1C=C2C=CC=C(C2=CC1)C(=O)OC)C (methyl 6-(5,6,7,8-tetrahydro-5,5,8,8-tetramethyl-2-naphthylamino)-naphthoate). Yield: 10.0%. Reaction SMILES: [CH3:1][C:2]1([CH3:15])[CH2:11][CH2:10][C:9]([CH3:13])([CH3:12])[C:8]2[CH:7]=[C:6]([NH2:14])[CH:5]=[CH:4][C:3]1=2.Br[C:17]1[CH:18]=[C:19]2[C:24](=[CH:25][CH:26]=1)[CH:23]=[C:22](C(O)=O)[CH:21]=[CH:20]2.CN1C[CH2:35][O:34][CH2:33]C1.Cl.[O:38]1CCOCC1>>[CH3:1][C:2]1([CH3:15])[CH2:11][CH2:10][C:9]([CH3:13])([CH3:12])[C:8]2[CH:7]=[C:6]([NH:14][C:22]3[CH:23]=[C:24]4[C:19](=[CH:20][CH:21]=3)[C:18]([C:33]([O:34][CH3:35])=[O:38])=[CH:17][CH:26]=[CH:25]4)[CH:5]=[CH:4][C:3]1=2. Procedure details: 4.04 g (19.9 mmol) of 5,6,7,8-tetrahydro-5,5,8,8-tetramethyl-2-naphthylamine, 5 g (19.9 mmol) of 6-bromo-2-naphthoic acid, 3.3 ml (30 mmol) of N-methyl-morpholine, 2.9 g (19.9 mmol) of Cu2O and 60 ml of dioxane were introduced in succession into a round-bottomed flask. The mixture was heated at reflux for 24 hours, the reaction medium was poured into 60 ml of 5N hydrochloric acid, and the precipitate was filtered off, washed with water and dried. The solid was purified by chromatography on a sil... The reactants are NC1CCN(CCc2ccc(F)cc2)C1, O=C(O)C(c1ccccn1)c1ccccn1. The product is O=C(NC1CCN(CCc2ccc(F)cc2)C1)C(c1ccccn1)c1ccccn1. Reaction SMILES: [NH2:17][CH:18]1[CH2:19][N:20]([CH2:23][CH2:24][c:25]2[cH:26][cH:27][c:28]([F:31])[cH:29][cH:30]2)[CH2:21][CH2:22]1.[n:1]1[c:2]([CH:7]([C:8](=[O:9])[OH:10])[c:11]2[n:12][cH:13][cH:14][cH:15][cH:16]2)[cH:3][cH:4][cH:5][cH:6]1>>[n:1]1[c:2]([CH:7]([C:8](=[O:10])[NH:17][CH:18]2[CH2:19][N:20]([CH2:23][CH2:24][c:25]3[cH:26][cH:27][c:28]([F:31])[cH:29][cH:30]3)[CH2:21][CH2:22]2)[c:11]2[n:12][cH:13][cH:14][cH:15][cH:16]2)[cH:3][cH:4][cH:5][cH:6]1. The reactants are CC(C)(C)[Si](Cl)(c1ccccc1)c1ccccc1, CN(C)C=O, O=C1CCC(CO)O1, c1c[nH]cn1. The product is CC(C)(C)[Si](c1ccccc1)(c1ccccc1)C(O)C1CCC(=O)O1. Reaction SMILES: [C:14]([CH3:15])([CH3:16])([CH3:17])[Si:18]([c:19]1[cH:20][cH:21][cH:22][cH:23][cH:24]1)([c:25]1[cH:26][cH:27][cH:28][cH:29][cH:30]1)[Cl:31].[O:32]=[CH:33][N:34]([CH3:35])[CH3:36].[OH:1][CH2:2][CH:3]1[CH2:4][CH2:5][C:6](=[O:8])[O:7]1.[nH:9]1[cH:10][cH:11][n:12][cH:13]1>>[OH:1][CH:2]([CH:3]1[CH2:4][CH2:5][C:6](=[O:8])[O:7]1)[Si:18]([C:14]([CH3:15])([CH3:16])[CH3:17])([c:19]1[cH:20][cH:21][cH:22][cH:23][cH:24]1)[c:25]1[cH:26][cH:27][cH:28][cH:29][cH:30]1.